The task is: describe an organic reaction: reactants, conditions, products, and yield. This data is from the Open Reaction Database (ORD), a public repository of structured organic reaction records. Starting materials: ClCCl, COC(=O)CNc1ccccc1, O=C(Cl)CCl, c1ccncc1. Product: COC(=O)CN(C(=O)CCl)c1ccccc1. RXN SMILES: [CH2:24]([Cl:25])[Cl:26].[CH3:1][O:2][C:3]([CH2:4][NH:5][c:6]1[cH:7][cH:8][cH:9][cH:10][cH:11]1)=[O:12].[Cl:19][CH2:20][C:21](=[O:22])[Cl:23].[cH:13]1[cH:14][cH:15][n:16][cH:17][cH:18]1>>[CH3:1][O:2][C:3]([CH2:4][N:5]([c:6]1[cH:7][cH:8][cH:9][cH:10][cH:11]1)[C:21]([CH2:20][Cl:19])=[O:22])=[O:12]. Starting materials: [OH-].[K+] (potassium hydroxide), COC1=NC(=NC(=C1)OC)S (4,6-Dimethoxy-2-mercaptopyrimidine), [N+](=O)([O-])N1N=C(C(=C1)[N+](=O)[O-])C (1,4-Dinitro-3-methylpyrazole). Solvent: O (water), C(C)O (ethanol). Run at time 45 minute. Yields the product COC1=NC(=NC(=C1)OC)SC1=C(C(=NN1)C)[N+](=O)[O-] (5-(4,6-Dimethoxypyrimidin-2-ylthio)-3-methyl-4-nitro-1H-pyrazole). Isolated yield 78.5%. As a reaction SMILES: [CH3:1][O:2][C:3]1[CH:8]=[C:7]([O:9][CH3:10])[N:6]=[C:5]([SH:11])[N:4]=1.[OH-].[K+].[N+]([N:17]1[CH:21]=[C:20]([N+:22]([O-:24])=[O:23])[C:19]([CH3:25])=[N:18]1)([O-])=O>O.C(O)C>[CH3:10][O:9][C:7]1[CH:8]=[C:3]([O:2][CH3:1])[N:4]=[C:5]([S:11][C:21]2[NH:17][N:18]=[C:19]([CH3:25])[C:20]=2[N+:22]([O-:24])=[O:23])[N:6]=1 |f:1.2|. Reported procedure: 4,6-Dimethoxy-2-mercaptopyrimidine (4.65 g) was dissolved in water containing potassium hydroxide (1.7 g in 75 mls of water). 1,4-Dinitro-3-methylpyrazole (4.65 g) dissolved in the minimum of ethanol was then added dropwise. After the exothermic reaction had subsided, the mixture was stirred for 45 minutes. The precipitated solid was filtered off, washed with fresh water, and dried to give 6.3 g of the desired product, mp 175°-6° C. The reactants are NC1=CC=CC=C1 (aniline), NC(=O)N (urea), C12CN(CC(CC1)O2)C2=C1C(=NC(=N2)C2=CC=C(C=C2)NC(=O)NCC)N(N=C1)C1CCN(CC1)C(=O)OCC (ethyl 4-(4-(8-oxa-3-azabicyclo[3.2.1]octan-3-yl)-6-(4-(3-ethylureido)phenyl)-1H-pyrazolo[3,4-d]pyrimidin-1-yl)piperidine-1-carboxylate), C(CN)N (ethylenediamine). Yields the product NCCNC(NC1=CC=C(C=C1)C1=NC(=C2C(=N1)N(N=C2)C2CCN(CC2)C(=O)OC)N2CC1CCC(C2)O1)=O (methyl 4-(6-(4-(3-(2-aminoethyl)ureido)phenyl)-4-(8-oxa-3-azabicyclo[3.2.1]octan-3-yl)-1H-pyrazolo[3,4-d]pyrimidin-1-yl)piperidine-1-carboxylate). RXN SMILES: [NH2:1]C(N)=O.[CH:5]12[O:12][CH:9]([CH2:10][CH2:11]1)[CH2:8][N:7]([C:13]1[N:18]=[C:17]([C:19]3[CH:24]=[CH:23][C:22]([NH:25][C:26]([NH:28][CH2:29][CH3:30])=[O:27])=[CH:21][CH:20]=3)[N:16]=[C:15]3[N:31]([CH:34]4[CH2:39][CH2:38][N:37]([C:40]([O:42][CH2:43]C)=[O:41])[CH2:36][CH2:35]4)[N:32]=[CH:33][C:14]=13)[CH2:6]2.C(N)CN.NC1C=CC=CC=1>>[NH2:1][CH2:30][CH2:29][NH:28][C:26](=[O:27])[NH:25][C:22]1[CH:23]=[CH:24][C:19]([C:17]2[N:16]=[C:15]3[N:31]([CH:34]4[CH2:39][CH2:38][N:37]([C:40]([O:42][CH3:43])=[O:41])[CH2:36][CH2:35]4)[N:32]=[CH:33][C:14]3=[C:13]([N:7]3[CH2:6][CH:5]4[O:12][CH:9]([CH2:10][CH2:11]4)[CH2:8]3)[N:18]=2)=[CH:20][CH:21]=1. Reported procedure: A urea formation procedure similar to that used for the synthesis of ethyl 4-(4-(8-oxa-3-azabicyclo[3.2.1]octan-3-yl)-6-(4-(3-ethylureido)phenyl)-1H-pyrazolo[3,4-d]pyrimidin-1-yl)piperidine-1-carboxylate is used, utilizing ethylenediamine as the aniline component. (31%, MS=550.3 (M+H)) Reactants: C1CCCCC1 (cyclohexane), [I-].[K+] (potassium iodide), C(C)(=O)NC1=C(C=C(C=C1)O)Cl (4-acetamido-3-chlorophenol), N(=O)[O-].[Na+] (sodium nitrite). The solvent is ClCCl (dichloromethane), Cl (HCl). Conditions: time 30 minute. Product: ClC=1C=C(C=CC1I)OC (3-chloro-4-iodoanisole). Yield: 52.0%. Reaction SMILES: C(N[C:5]1[CH:10]=[CH:9][C:8]([OH:11])=[CH:7][C:6]=1[Cl:12])(=O)C.N([O-])=O.[Na+].[CH2:17]1CCCCC1.[I-:23].[K+]>Cl.ClCCl>[Cl:12][C:6]1[CH:7]=[C:8]([O:11][CH3:17])[CH:9]=[CH:10][C:5]=1[I:23] |f:1.2,4.5|. Procedure: Part H. A solution of the aniline from Part G (7.98 g, 50 mmol) in conc. HCl (25 mL) was cooled to −5° C., and treated dropwise with a concentrated aqueous solution of sodium nitrite (3.80 g, 55.1 mmol). After 30 minutes, the mixture was charged with 15 mL cyclohexane and 15 mL dichloromethane, then treated dropwise with a concentrated aqueous solution of potassium iodide (16.6 g, 100 mmol). This mixture was allowed to stir for 4 hours, then was extracted with dichloromethane (2×100 mL). The ext... As a reaction SMILES: [CH3:26][O:27][CH2:28][CH2:29][O:30][CH2:31][CH2:32][O:33][CH3:34].[Cl:1][CH2:2][CH2:3][CH2:4][CH2:5][O:6][c:7]1[c:8]([CH:13]=[CH:14][c:15]2[cH:16][cH:17][cH:18][cH:19][cH:20]2)[cH:9][cH:10][cH:11][cH:12]1.[nH:21]1[cH:22][n:23][cH:24][cH:25]1>>[CH2:2]([CH2:3][CH2:4][CH2:5][O:6][c:7]1[c:8]([CH:13]=[CH:14][c:15]2[cH:16][cH:17][cH:18][cH:19][cH:20]2)[cH:9][cH:10][cH:11][cH:12]1)[n:21]1[cH:22][n:23][cH:24][cH:25]1.[ClH:1]. Product: C(=Cc1ccccc1OCCCCn1ccnc1)c1ccccc1, Cl. Starting materials: COCCOCCOC, ClCCCCOc1ccccc1C=Cc1ccccc1, c1c[nH]cn1.